Dataset: the Open Reaction Database (ORD), a public repository of structured organic reaction records. Task: describe an organic reaction: reactants, conditions, products, and yield Starting materials: [Cl-].[NH4+] (ammonium chloride), Cl (hydrochloric acid), ClC1=C(C(=C(C(=N1)Cl)Cl)Cl)Cl (pentachloropyridine), ice water. The reagents and catalysts are [Zn] (zinc). The solvent is COP(=O)(OC)OC (trimethylphosphate), O (water). Conditions: time 10 minute. Product: ClC1=NC(=C(C=C1Cl)Cl)Cl (2,3,5,6-tetrachloropyridine). Isolated yield 94.5%. Reaction SMILES: [Cl:1][C:2]1[N:7]=[C:6]([Cl:8])[C:5]([Cl:9])=[C:4](Cl)[C:3]=1[Cl:11].[Cl-].[NH4+].Cl>COP(OC)(OC)=O.O.[Zn]>[Cl:8][C:6]1[C:5]([Cl:9])=[CH:4][C:3]([Cl:11])=[C:2]([Cl:1])[N:7]=1 |f:1.2|. Reported procedure: 1.7 g (0.027 gram atom) of zinc dust is introduced into a solution, heated to 80° C., of 5.1 g (0.02 mol) of pentachloropyridine in 35 ml of trimethylphosphate, and there is subsequently added dropwise within 1 hour at 80° to 83° C., with vigorous stirring, a solution of 2.84 g (0.055 mol) of ammonium chloride in 10 ml of water. The reaction mixture is then poured into 250 ml of ice water; 5 ml of concentrated hydrochloric acid is added and stirring is continued for 10 minutes. The mixture obtai...